From a dataset of the Open Reaction Database (ORD), a public repository of structured organic reaction records. describe an organic reaction: reactants, conditions, products, and yield Reactants: COc1ccc(-n2cnc(C3CC3)c2)cc1C(=O)OC(C)C, Cl. Yields the product COc1ccc(-n2cnc(C3CC3)c2)cc1C(=O)O. As a reaction SMILES: [CH:1]1([c:4]2[n:5][cH:6][n:7](-[c:9]3[cH:10][cH:11][c:12]([O:21][CH3:22])[c:13]([C:14](=[O:15])[O:16][CH:17]([CH3:18])[CH3:19])[cH:20]3)[cH:8]2)[CH2:2][CH2:3]1.[ClH:23]>>[CH:1]1([c:4]2[n:5][cH:6][n:7](-[c:9]3[cH:10][cH:11][c:12]([O:21][CH3:22])[c:13]([C:14](=[O:15])[OH:16])[cH:20]3)[cH:8]2)[CH2:2][CH2:3]1. Reactants: Cl.Cl.C(C1=CC=CC=C1)N1C[C@@H](CC1)NC1=CC=C(C=N1)/C=C/C(=O)NO ((2E)-3-(6-{[(3R)-1-Benzyl-3-pyrrolidinyl]amino}-3-pyridyl)-N-hydroxyacrylamide dihydrochloride). The reagents and catalysts are C(=O)(O)[O-].[Na+] (NaHCO3). Solvent: O (water). Product: C(C1=CC=CC=C1)N1C[C@@H](CC1)NC1=CC=C(C=N1)/C=C/C(=O)NO ((2E)-3-(6-{[(3R)-1-benzyl-3-pyrrolidinyl]amino}-3-pyridyl)-N-hydroxyacrylamide). The yield is 33.9%. Reaction SMILES: Cl.Cl.[CH2:3]([N:10]1[CH2:14][CH2:13][C@@H:12]([NH:15][C:16]2[N:21]=[CH:20][C:19](/[CH:22]=[CH:23]/[C:24]([NH:26][OH:27])=[O:25])=[CH:18][CH:17]=2)[CH2:11]1)[C:4]1[CH:9]=[CH:8][CH:7]=[CH:6][CH:5]=1>C([O-])(O)=O.[Na+].O>[CH2:3]([N:10]1[CH2:14][CH2:13][C@@H:12]([NH:15][C:16]2[N:21]=[CH:20][C:19](/[CH:22]=[CH:23]/[C:24]([NH:26][OH:27])=[O:25])=[CH:18][CH:17]=2)[CH2:11]1)[C:4]1[CH:5]=[CH:6][CH:7]=[CH:8][CH:9]=1 |f:0.1.2,3.4|. Reported procedure: (2E)-3-(6-{[(3R)-1-Benzyl-3-pyrrolidinyl]amino}-3-pyridyl)-N-hydroxyacrylamide dihydrochloride (860 mg) was dissolved into water (40 ml), and the solution was adjusted to ca. pH4.0 by addition of a few drops of aq NaHCO3 solution. The aqueous solution was chromatographed with HP-20(100 ml), washing with water and eluting with 75% aqueous MeOH. The elute was concentrated to ca. 10 ml in vacuo, and the resulting precipitate was collected by filtration. (2E)-3-(6-{[(3R)-1-benzyl-3-pyrrolidinyl]amin... The reactants are COc1ccc(Oc2ccc3c(c2)CCC2C3CCCN2C(=O)C(F)(F)F)cc1, [Na+], C1CCOC1, [OH-]. Yields the product COc1ccc(Oc2ccc3c(c2)CCC2NCCCC32)cc1. RXN SMILES: [F:3][C:4]([F:5])([F:6])[C:30]([N:7]1[CH2:8][CH2:9][CH2:10][CH:11]2[c:12]3[c:13]([cH:17][c:18]([O:21][c:22]4[cH:23][cH:24][c:25]([O:28][CH3:29])[cH:26][cH:27]4)[cH:19][cH:20]3)[CH2:14][CH2:15][CH:16]12)=[O:31].[Na+:2].[O:32]1[CH2:33][CH2:34][CH2:35][CH2:36]1.[OH-:1]>>[NH:7]1[CH2:8][CH2:9][CH2:10][CH:11]2[c:12]3[c:13]([cH:17][c:18]([O:21][c:22]4[cH:23][cH:24][c:25]([O:28][CH3:29])[cH:26][cH:27]4)[cH:19][cH:20]3)[CH2:14][CH2:15][CH:16]12. The reactants are CCO, CO, COC(=O)c1ccc(C#N)cc1F, N. Yields the product COC(=O)c1ccc(CN)cc1F. As a reaction SMILES: [CH3:14][CH2:15][OH:16].[CH3:18][OH:19].[CH3:1][O:2][C:3]([c:4]1[c:5]([F:12])[cH:6][c:7]([C:10]#[N:11])[cH:8][cH:9]1)=[O:13].[NH3:17]>>[CH3:1][O:2][C:3]([c:4]1[c:5]([F:12])[cH:6][c:7]([CH2:10][NH2:11])[cH:8][cH:9]1)=[O:13].